Dataset: the Open Reaction Database (ORD), a public repository of structured organic reaction records. Task: describe an organic reaction: reactants, conditions, products, and yield The reactants are COC(=O)C(Cc1ccc([N+](=O)[O-])cc1)NC(=O)OC(C)(C)C, CO. Yields the product COC(=O)C(Cc1ccc(N)cc1)NC(=O)OC(C)(C)C. RXN SMILES: [C:1]([CH3:2])([CH3:3])([CH3:4])[O:5][C:6](=[O:7])[NH:8][CH:9]([C:10](=[O:11])[O:12][CH3:13])[CH2:14][c:15]1[cH:16][cH:17][c:18]([N+:21]([O-:22])=[O:23])[cH:19][cH:20]1.[CH3:24][OH:25]>>[C:1]([CH3:2])([CH3:3])([CH3:4])[O:5][C:6](=[O:7])[NH:8][CH:9]([C:10](=[O:11])[O:12][CH3:13])[CH2:14][c:15]1[cH:16][cH:17][c:18]([NH2:21])[cH:19][cH:20]1. Starting materials: O=C(O)c1ccc2c(c1)OCCO2, NCc1ccc(Cl)cc1. The reagents and catalysts are CN(C)C(=[N+](C)C)Cl.F[P-](F)(F)(F)(F)F (TCFH), CN1C=CN=C1 (NMI). The solvent is CN(C)C=O (DMF), CN(C)C=O (DMF), CN(C)C=O (DMF), CN(C)C=O (DMF), CN(C)C=O (DMF), CN(C)C=O (DMF). Conditions: temperature 25 celsius, time 2 hour. The product is O=C(NCc1ccc(Cl)cc1)c1ccc2c(c1)OCCO2. Yield: 0.2%. RXN SMILES: NCc1ccc(Cl)cc1.O=C(O)c1ccc2c(c1)OCCO2.CN(C)C(=[N+](C)C)Cl.F[P-](F)(F)(F)(F)F.CN1C=CN=C1.CN(C)C=O>>O=C(NCc1ccc(Cl)cc1)c1ccc2c(c1)OCCO2. Reactants: O1CCCC1 (tetrahydrofuran), COC([C@@](NC(=O)O[Si](C)(C)C(C)(C)C)([C@H](OC1OCCCC1)CC(C=CCC)=O)N)=O (N-(t-Butyldimethylsilyloxycarbonyl)-2-amino-4-pentenoyl-O-(tetrahydropyranyl)-threonine methyl ester), C(C1=CC=CC=C1)Br (benzyl bromide), O1CCCC1 (tetrahydrofuran), [F-].C(CCC)[N+](CCCC)(CCCC)CCCC (tetrabutyl ammonium fluoride). Solvent: O (water), CCOCC.CCCCCC (ether hexane). Reaction conditions: temperature 0 celsius, time 1 hour. Yields the product C(C1=CC=CC=C1)OC(=O)N[C@@]([C@H](OC1OCCCC1)CC(C=CCC)=O)(C(=O)O)N (N-(Benzyloxycarbonyl)-2-amino-4-pentenoyl-O-(tetrahydropyranyl)-threonine). Yield: 79.8%. As a reaction SMILES: O1CCCC1.C[O:7][C:8](=[O:37])[C@:9]([NH2:36])([C@@H:21]([CH2:29][C:30](=[O:35])[CH:31]=[CH:32][CH2:33][CH3:34])[O:22][CH:23]1[CH2:28][CH2:27][CH2:26][CH2:25][O:24]1)[NH:10][C:11]([O:13][Si](C(C)(C)C)(C)C)=[O:12].[CH2:38](Br)[C:39]1[CH:44]=[CH:43][CH:42]=[CH:41][CH:40]=1.[F-].C([N+](CCCC)(CCCC)CCCC)CCC>CCOCC.CCCCCC.O>[CH2:38]([O:13][C:11]([NH:10][C@:9]([NH2:36])([C:8]([OH:7])=[O:37])[C@@H:21]([CH2:29][C:30](=[O:35])[CH:31]=[CH:32][CH2:33][CH3:34])[O:22][CH:23]1[CH2:28][CH2:27][CH2:26][CH2:25][O:24]1)=[O:12])[C:39]1[CH:44]=[CH:43][CH:42]=[CH:41][CH:40]=1 |f:3.4,5.6|. Reported procedure: To a tetrahydrofuran solution (1.0 ml) of the compound prepared in Example 2 (45.8 mg, 0.09 mmol), were successively added dropwise at 0° C. in a nitrogen atmosphere benzyl bromide (0.021 ml, 0.18 mmol) and a tetrahydrofuran solution of tetrabutyl ammonium fluoride (0.090 ml, 0.09 mmol). The mixture was stirred for 1 hour at 0° C., poured into water and extracted with ether. The ether layer was dried over anhydrous magnesium sulfate and the solvent was distilled off under vacuum. The resulting r...